This data is from the Open Reaction Database (ORD), a public repository of structured organic reaction records. The task is: describe an organic reaction: reactants, conditions, products, and yield Reactants: ClC=1C=CC=C2C(OC(=O)C12)(C1=NC(=CC(=N1)OC)OC)C#N (7-chloro-3-cyano-3-(4,6-dimethoxy-2-pyrimidinyl)phthalide), [OH-].[Na+] (NaOH), C1CCOC1 (THF), C (charcoal). Solvent: C(C)(=O)OCC (ethyl acetate). Conditions: time 3 hour. Yields the product ClC=1C=CC=C2C(OC(=O)C12)(C1=NC(=CC(=N1)OC)OC)O (7-chloro-3-hydroxy-3-(4,6-dimethoxy-2-pyrimidinyl)phthalide). As a reaction SMILES: [Cl:1][C:2]1[CH:3]=[CH:4][CH:5]=[C:6]2[C:11]=1[C:9](=[O:10])[O:8][C:7]2(C#N)[C:12]1[N:17]=[C:16]([O:18][CH3:19])[CH:15]=[C:14]([O:20][CH3:21])[N:13]=1.[OH-].[Na+].C1C[O:29]CC1.C>C(OCC)(=O)C>[Cl:1][C:2]1[CH:3]=[CH:4][CH:5]=[C:6]2[C:11]=1[C:9](=[O:10])[O:8][C:7]2([OH:29])[C:12]1[N:17]=[C:16]([O:18][CH3:19])[CH:15]=[C:14]([O:20][CH3:21])[N:13]=1 |f:1.2|. Procedure details: A mixture of 1.8 g of 7-chloro-3-cyano-3-(4,6-dimethoxy-2-pyrimidinyl)phthalide, 50 ml of 1% NaOH and 50 ml of THF are stirred at room temperature for 3 hrs. The THF is removed by evaporation and the mixture is diluted with water and extracted twice with ethyl acetate. The aqueous solution is acidified with 2N--H2SO4. The resulting acid solution is extracted with 3×100 ml ethyl acetate and the organic phases combined, dried over Na2SO4 and concentrated to give a pale yellow solid. This residue i...